This data is from the Open Reaction Database (ORD), a public repository of structured organic reaction records. The task is: describe an organic reaction: reactants, conditions, products, and yield Starting materials: [Al+3], [Cl-], [Cl-], [Cl-], O=C(Cl)Cc1ccc(Cl)cc1, ClCCCl, ClCCl, Oc1cccc(F)c1, N. Yields the product O=C(Cc1ccc(Cl)cc1)c1ccc(F)cc1O. RXN SMILES: [Al+3:13].[Cl-:12].[Cl-:14].[Cl-:15].[Cl:1][c:2]1[cH:3][cH:4][c:5]([CH2:8][C:9](=[O:10])[Cl:11])[cH:6][cH:7]1.[Cl:25][CH2:26][CH2:27][Cl:28].[Cl:29][CH2:30][Cl:31].[F:16][c:17]1[cH:18][c:19]([OH:23])[cH:20][cH:21][cH:22]1.[NH3:24]>>[Cl:1][c:2]1[cH:3][cH:4][c:5]([CH2:8][C:9](=[O:10])[c:20]2[c:19]([OH:23])[cH:18][c:17]([F:16])[cH:22][cH:21]2)[cH:6][cH:7]1. Conditions: time 0.5 hour. As a reaction SMILES: [CH2:1]([C:5]1[NH:6][C:7]2[CH:13]=[CH:12][CH:11]=[CH:10][C:8]=2[N:9]=1)[CH2:2][CH2:3][CH3:4].CC(C)([O-])C.[K+].Br[CH2:21][C:22]1[CH:27]=[CH:26][C:25]([C:28]2[CH:33]=[CH:32][CH:31]=[CH:30][C:29]=2[C:34]2[N:38]([C:39]([C:52]3[CH:57]=[CH:56][CH:55]=[CH:54][CH:53]=3)([C:46]3[CH:51]=[CH:50][CH:49]=[CH:48][CH:47]=3)[C:40]3[CH:45]=[CH:44][CH:43]=[CH:42][CH:41]=3)[N:37]=[N:36][N:35]=2)=[CH:24][CH:23]=1.O>CS(C)=O>[CH2:1]([C:5]1[N:6]([CH2:21][C:22]2[CH:23]=[CH:24][C:25]([C:28]3[CH:33]=[CH:32][CH:31]=[CH:30][C:29]=3[C:34]3[N:38]([C:39]([C:52]4[CH:57]=[CH:56][CH:55]=[CH:54][CH:53]=4)([C:46]4[CH:47]=[CH:48][CH:49]=[CH:50][CH:51]=4)[C:40]4[CH:45]=[CH:44][CH:43]=[CH:42][CH:41]=4)[N:37]=[N:36][N:35]=3)=[CH:26][CH:27]=2)[C:7]2[CH:13]=[CH:12][CH:11]=[CH:10][C:8]=2[N:9]=1)[CH2:2][CH2:3][CH3:4] |f:1.2|. Run in CS(=O)C (dimethylsulphoxide). The product is C(CCC)C1=NC2=C(N1CC1=CC=C(C=C1)C1=C(C=CC=C1)C1=NN=NN1C(C1=CC=CC=C1)(C1=CC=CC=C1)C1=CC=CC=C1)C=CC=C2 (4'-[(2-n-Butyl-benzimidazol-1-yl)-methyl]-2-(1-triphenylmethyltetrazol-5-yl)-biphenyl). Starting materials: O (water), C(CCC)C=1NC2=C(N1)C=CC=C2 (2-n-butyl-benzimidazole), BrCC1=CC=C(C=C1)C1=C(C=CC=C1)C1=NN=NN1C(C1=CC=CC=C1)(C1=CC=CC=C1)C1=CC=CC=C1 (4'-bromomethyl-2-(1-triphenylmethyl-1H-tetrazol-5-yl)-biphenyl), CC(C)([O-])C.[K+] (potassium tert.butoxide). Procedure details: 0.87 g (5 mmol) of 2-n-butyl-benzimidazole is dissolved in 20 ml of dimethylsulphoxide and 0.61 g (5.5 mmol) of potassium tert.butoxide is added with stirring. After 1/2 hour, 4'-bromomethyl-2-(1-triphenylmethyl-1H-tetrazol-5-yl)-biphenyl is added and the mixture is stirred for 3 hours at ambient temperature. It is poured into about 50 ml of iced water and extracted by shaking 3 times using 30 ml of ethyl acetate each time. The ethyl acetate phase is extracted by shaking using 30 ml of water, dr...